From a dataset of the Open Reaction Database (ORD), a public repository of structured organic reaction records. describe an organic reaction: reactants, conditions, products, and yield The reactants are O=C(Cl)C(Cl)(Cl)Cl, ClCCl, Nc1ccc(Cl)c(C(F)(F)F)c1, c1ccncc1. Product: O=C(Nc1ccc(Cl)c(C(F)(F)F)c1)C(Cl)(Cl)Cl. As a reaction SMILES: [Cl:19][C:20]([C:21](=[O:22])[Cl:23])([Cl:24])[Cl:25].[Cl:26][CH2:27][Cl:28].[F:1][C:2]([c:3]1[cH:4][c:5]([NH2:6])[cH:7][cH:8][c:9]1[Cl:10])([F:11])[F:12].[cH:13]1[cH:14][cH:15][n:16][cH:17][cH:18]1>>[F:1][C:2]([c:3]1[cH:4][c:5]([NH:6][C:21]([C:20]([Cl:19])([Cl:24])[Cl:25])=[O:22])[cH:7][cH:8][c:9]1[Cl:10])([F:11])[F:12]. Reactants: Cl (hydrochloric acid), crude product, BrC(C1=CC=CC=C1)C1=CC=CC=C1 (bromodiphenylmethane), P(OCC)(OCC)OCC (triethyl phosphite), BrCC (bromoethane). Solvent: O (water). The product is C(C1=CC=CC=C1)(C1=CC=CC=C1)P(O)(O)=O (Benzhydrylphosphonic acid). Yield: 81.0%. RXN SMILES: Br[CH:2]([C:9]1[CH:14]=[CH:13][CH:12]=[CH:11][CH:10]=1)[C:3]1[CH:8]=[CH:7][CH:6]=[CH:5][CH:4]=1.[P:15]([O:22]CC)([O:19]CC)[O:16]CC.BrCC.Cl>O>[CH:2]([P:15](=[O:16])([OH:22])[OH:19])([C:9]1[CH:14]=[CH:13][CH:12]=[CH:11][CH:10]=1)[C:3]1[CH:8]=[CH:7][CH:6]=[CH:5][CH:4]=1. Procedure details: Benzhydrylphosphonic acid was prepared as follows. 308.93 g (1.25 moles) of bromodiphenylmethane (Aldrich Chemical Company) and 240.93 g (1.45 moles) of triethyl phosphite (Aldrich Chemical Company) were combined under nitrogen, heated carefully and maintained at 160° C. with removal of bromoethane by-product by distillation over a period of 4 hours. 750 ml of concentrated hydrochloric acid (~12 molar) and 250 ml of distilled water was added to the crude product and the mixture was refluxed unde... Starting materials: Br, CC(=O)O, COc1cccc(S(C)(=O)=O)c1. The product is CS(=O)(=O)c1cccc(O)c1. As a reaction SMILES: [BrH:13].[CH3:14][C:15](=[O:16])[OH:17].[CH3:1][O:2][c:3]1[cH:4][c:5]([S:9](=[O:10])(=[O:11])[CH3:12])[cH:6][cH:7][cH:8]1>>[OH:2][c:3]1[cH:4][c:5]([S:9](=[O:10])(=[O:11])[CH3:12])[cH:6][cH:7][cH:8]1. The reactants are C(C=C)OC(=O)N1[C@@H](C[C@H](C1)OS(=O)(=O)C)CCN1C(=NC=C1)CO ((2R,4R)-1-Allyloxycarbonyl-2-[2-(2-hydroxymethyl-imidazol-1-yl) ethyl]-4-methanesulfonyloxypyrrolidine), C(C)(=O)S (thioacetic S-acid). Yields the product C(C)(=O)S[C@H]1C[C@H](N(C1)C(=O)OCC=C)CCN1C(=NC=C1)CO ((2R,4S)-4-acetylthio-1-allyloxycarbonyl-2-[2-(2-hydroxymethylimidazol-1-yl) ethyl]pyrrolidine). RXN SMILES: [CH2:1]([O:4][C:5]([N:7]1[CH2:11][C@H:10](OS(C)(=O)=O)[CH2:9][C@H:8]1[CH2:17][CH2:18][N:19]1[CH:23]=[CH:22][N:21]=[C:20]1[CH2:24][OH:25])=[O:6])[CH:2]=[CH2:3].[C:26]([SH:29])(=[O:28])[CH3:27]>>[C:26]([S:29][C@@H:10]1[CH2:11][N:7]([C:5]([O:4][CH2:1][CH:2]=[CH2:3])=[O:6])[C@H:8]([CH2:17][CH2:18][N:19]2[CH:23]=[CH:22][N:21]=[C:20]2[CH2:24][OH:25])[CH2:9]1)(=[O:28])[CH3:27]. Reported procedure: (2R,4R)-1-Allyloxycarbonyl-2-[2-(2-hydroxymethyl-imidazol-1-yl) ethyl]-4-methanesulfonyloxypyrrolidine (15.7 g) was reacted with thioacetic S-acid (6.30 ml) in substantially the same manner as that of Preparation 4-12) to give (2R,4S)-4-acetylthio-1-allyloxycarbonyl-2-[2-(2-hydroxymethylimidazol-1-yl) ethyl]pyrrolidine (5.93 g) as an orange paste. Reaction SMILES: [Br:1][c:2]1[cH:3][c:4]([C:5](=[O:6])[NH:7][c:8]2[s:9][c:10]3[c:11]([n:12]2)[c:13]([O:23][CH3:24])[cH:14][cH:15][c:16]3[N:17]2[CH2:18][CH2:19][O:20][CH2:21][CH2:22]2)[cH:25][cH:26][n:27]1.[C:28](=[O:29])([O-:30])[O-:31].[CH3:34][NH:35][CH:36]1[CH2:37][CH2:38][CH2:39][CH2:40][CH2:41]1.[Cs+:32].[Cs+:33]>>[c:2]1([N:35]([CH3:34])[CH:36]2[CH2:37][CH2:38][CH2:39][CH2:40][CH2:41]2)[cH:3][c:4]([C:5](=[O:6])[NH:7][c:8]2[s:9][c:10]3[c:11]([n:12]2)[c:13]([O:23][CH3:24])[cH:14][cH:15][c:16]3[N:17]2[CH2:18][CH2:19][O:20][CH2:21][CH2:22]2)[cH:25][cH:26][n:27]1. Yields the product COc1ccc(N2CCOCC2)c2sc(NC(=O)c3ccnc(N(C)C4CCCCC4)c3)nc12. The reactants are COc1ccc(N2CCOCC2)c2sc(NC(=O)c3ccnc(Br)c3)nc12, O=C([O-])[O-], CNC1CCCCC1, [Cs+], [Cs+]. RXN SMILES: [C:30]([O:31][BH-:32]([O:33][C:34](=[O:35])[CH3:36])[O:37][C:38](=[O:39])[CH3:40])(=[O:41])[CH3:42].[CH2:28]=[O:29].[Cl:44][CH2:45][CH2:46][Cl:47].[NH:1]1[CH2:2][CH2:3][CH:4]([NH:7][C:8](=[O:9])[C:10]2=[CH:16][c:15]3[c:14]([cH:20][cH:19][c:18](-[c:21]4[cH:22][cH:23][c:24]([CH3:27])[cH:25][cH:26]4)[cH:17]3)[O:13][CH2:12][CH2:11]2)[CH2:5][CH2:6]1.[Na+:43]>>[N:1]1([CH3:30])[CH2:2][CH2:3][CH:4]([NH:7][C:8](=[O:9])[C:10]2=[CH:16][c:15]3[c:14]([cH:20][cH:19][c:18](-[c:21]4[cH:22][cH:23][c:24]([CH3:27])[cH:25][cH:26]4)[cH:17]3)[O:13][CH2:12][CH2:11]2)[CH2:5][CH2:6]1. The product is Cc1ccc(-c2ccc3c(c2)C=C(C(=O)NC2CCN(C)CC2)CCO3)cc1. Starting materials: CC(=O)O[BH-](OC(C)=O)OC(C)=O, C=O, ClCCCl, Cc1ccc(-c2ccc3c(c2)C=C(C(=O)NC2CCNCC2)CCO3)cc1, [Na+].